This data is from the Open Reaction Database (ORD), a public repository of structured organic reaction records. The task is: describe an organic reaction: reactants, conditions, products, and yield Reactants: C([O-])([O-])=O.[Cs+].[Cs+] (caesium carbonate), C1(=CC=CC=C1)S (thiophenol), C(C)(C)NC1=NC=NC2=CC(=C(C=C12)C(=O)OCC)OCCCS(=O)(=NS(=O)(=O)C1=CC=C(C=C1)[N+](=O)[O-])C (Ethyl 4-(isopropylamino)-7-[(RS)-3-{S-methyl -N-[(4-nitrophenyl)sulphonyl]-sulphonimidoyl}propoxy]quinazoline-6-carboxylate). Solvent: O (water), C(Cl)Cl (methylene chloride), C(C)#N (acetonitrile). Reaction conditions: time 20 hour. Product: C(C)(C)NC1=NC=NC2=CC(=C(C=C12)C(=O)OCC)OCCCS(=O)(=N)C (Ethyl 4-(isopropylamino)-7-[(RS)-3-(S-methylsulphonimidoyl)propoxy]-quinazoline-6-carboxylate). Isolated yield 45.0%. Reaction SMILES: [CH:1]([NH:4][C:5]1[C:14]2[C:9](=[CH:10][C:11]([O:20][CH2:21][CH2:22][CH2:23][S:24]([CH3:39])(=[N:26]S(C3C=CC([N+]([O-])=O)=CC=3)(=O)=O)=[O:25])=[C:12]([C:15]([O:17][CH2:18][CH3:19])=[O:16])[CH:13]=2)[N:8]=[CH:7][N:6]=1)([CH3:3])[CH3:2].C(=O)([O-])[O-].[Cs+].[Cs+].C1(S)C=CC=CC=1>C(#N)C.O.C(Cl)Cl>[CH:1]([NH:4][C:5]1[C:14]2[C:9](=[CH:10][C:11]([O:20][CH2:21][CH2:22][CH2:23][S:24]([CH3:39])(=[NH:26])=[O:25])=[C:12]([C:15]([O:17][CH2:18][CH3:19])=[O:16])[CH:13]=2)[N:8]=[CH:7][N:6]=1)([CH3:3])[CH3:2] |f:1.2.3|. Procedure details: Ethyl 4-(isopropylamino)-7-[(RS)-3-{S-methyl -N-[(4-nitrophenyl)sulphonyl]-sulphonimidoyl}propoxy]quinazoline-6-carboxylate (270 mg, 0.47 mmol) is dissolved in acetonitrile (7 ml), treated with caesium carbonate (276 mg, 0.85 mmol) and thiophenol (90 mg, 0.82 mmol) and stirred at room temperature for 20 hours. The reaction batch is diluted with water and methylene chloride. The organic phase is separated off and dried over sodium sulphate. The desired product is obtained after removal of the sol... Reactants: Oc1c(Cl)cc(OCC=C(Cl)Cl)cc1Cl, OCc1cccc(Oc2ccccc2)c1, C1CCOC1, c1ccc(P(c2ccccc2)c2ccccc2)cc1. Product: ClC(Cl)=CCOc1cc(Cl)c(Cc2cccc(Oc3ccccc3)c2)c(Cl)c1. Reaction SMILES: [Cl:1][C:2](=[CH:3][CH2:4][O:5][c:6]1[cH:7][c:8]([Cl:14])[c:9]([OH:13])[c:10]([Cl:12])[cH:11]1)[Cl:15].[O:16]([c:17]1[cH:18][cH:19][cH:20][cH:21][cH:22]1)[c:23]1[cH:24][c:25]([CH2:26][OH:27])[cH:28][cH:29][cH:30]1.[O:50]1[CH2:51][CH2:52][CH2:53][CH2:54]1.[c:31]1([P:32]([c:33]2[cH:34][cH:35][cH:36][cH:37][cH:38]2)[c:39]2[cH:40][cH:41][cH:42][cH:43][cH:44]2)[cH:45][cH:46][cH:47][cH:48][cH:49]1>>[Cl:1][C:2](=[CH:3][CH2:4][O:5][c:6]1[cH:7][c:8]([Cl:14])[c:9]([CH2:26][c:25]2[cH:24][c:23]([O:16][c:17]3[cH:18][cH:19][cH:20][cH:21][cH:22]3)[cH:30][cH:29][cH:28]2)[c:10]([Cl:12])[cH:11]1)[Cl:15]. Reactants: C([O-])([O-])=O.[Na+].[Na+] (sodium carbonate), BrCC(=O)C1=CC=C(C=C1)OC (2-bromo-1-(4'-methoxy-phenyl)-ethanone), C(OCC)(OCC)OCC (triethyl orthoformate), CS(=O)(=O)O (methanesulfonic acid). Solvent: C(C)O (ethanol). Product: BrCC(C1=CC=C(C=C1)OC)(OCC)OCC (2-bromo-1,1-diethoxy-1-(4'-methoxy-phenyl)-ethane). Yield: 73.0%. RXN SMILES: [Br:1][CH2:2][C:3]([C:5]1[CH:10]=[CH:9][C:8]([O:11][CH3:12])=[CH:7][CH:6]=1)=[O:4].C(OCC)(OCC)O[CH2:15][CH3:16].[CH3:23]S(O)(=O)=O.[C:28](=[O:31])([O-])[O-].[Na+].[Na+]>C(O)C>[Br:1][CH2:2][C:3]([O:31][CH2:28][CH3:23])([O:4][CH2:15][CH3:16])[C:5]1[CH:10]=[CH:9][C:8]([O:11][CH3:12])=[CH:7][CH:6]=1 |f:3.4.5|. Procedure: A solution of 2-bromo-1-(4'-methoxy-phenyl)-ethanone (5 g, 22 mmol), triethyl orthoformate (9 g, 61 mmol), methanesulfonic acid (0.3 g, 3.1 mmol) and ethanol (20 ml) is kept at 40° C. for 3 h. The solution is poured, under vigorous stirring, into a saturated sodium carbonate solution (0.2 l) and extracted with ethyl ether (3×50 ml). The combined organic extract is washed with a 2% sodium hydrogen carbonate solution. Evaporation of the solvent in vacuo leaves an oil, which is crystallized from me... Reactants: E1, FC=1C=C(C=C(C1)F)C1(CNCC1)O (3-(3,5-difluorophenyl)pyrrolidin-3-ol), C(C)#N (acetonitrile), C([O-])([O-])=O.[K+].[K+] (potassium carbonate), ICC (iodoethane). The solvent is O (Water). Conditions: temperature 100 celsius. The product is FC=1C=C(C=C(C1)F)C1(CN(CC1)CC)O ((+)-3-(3,5-DIFLUOROPHENYL)-1-ETHYLPYRROLIDIN-3-OL). Reaction SMILES: [F:1][C:2]1[CH:3]=[C:4]([C:9]2([OH:14])[CH2:13][CH2:12][NH:11][CH2:10]2)[CH:5]=[C:6]([F:8])[CH:7]=1.[C:15](#N)[CH3:16].C(=O)([O-])[O-].[K+].[K+].ICC>O>[F:1][C:2]1[CH:3]=[C:4]([C:9]2([OH:14])[CH2:13][CH2:12][N:11]([CH2:15][CH3:16])[CH2:10]2)[CH:5]=[C:6]([F:8])[CH:7]=1 |f:2.3.4|. Reported procedure: In a sealed tube a mixture of enantiomer E1 of 3-(3,5-difluorophenyl)pyrrolidin-3-ol (0.14 g, 0.70 mmol), acetonitrile (4 mL), potassium carbonate (0.09 g, 1.75 mmol) and iodoethane (0.12 g, 0.77 mmol) was heated under microwave irradiation at 100° C. for 5 minutes. Water (30 mL) was added and the aqueous phase extracted with ethyl acetate (2×50 mL), the combined organic phase was dried (MgSO4) and evaporated. Purification by flash chromatography on silica gel (ethyl acetate/methanol, 2:1 to 1:1...